The task is: describe an organic reaction: reactants, conditions, products, and yield. This data is from the Open Reaction Database (ORD), a public repository of structured organic reaction records. Reactants: CCOC(=O)CNC(=O)Nc1ccc(-c2c(C#N)c3ccc(OCC)cc3n2CC)cc1, C1CCOC1, CC(C)(C)[O-], CC(C)(C)O, [K+]. Yields the product CCOc1ccc2c(C#N)c(-c3ccc(N4C(=O)CNC4=O)cc3)n(CC)c2c1. RXN SMILES: [C:1](#[N:2])[c:3]1[c:4](-[c:17]2[cH:18][cH:19][c:20]([NH:23][C:24]([NH:25][CH2:26][C:27]([O:29][CH2:28][CH3:30])=[O:31])=[O:32])[cH:21][cH:22]2)[n:5]([CH2:15][CH3:16])[c:6]2[cH:7][c:8]([O:12][CH2:13][CH3:14])[cH:9][cH:10][c:11]12.[CH2:44]1[O:45][CH2:46][CH2:47][CH2:48]1.[CH3:33][C:34]([CH3:35])([O-:36])[CH3:37].[CH3:39][C:40]([OH:41])([CH3:42])[CH3:43].[K+:38]>>[C:1](#[N:2])[c:3]1[c:4](-[c:17]2[cH:18][cH:19][c:20]([N:23]3[C:24](=[O:32])[NH:25][CH2:26][C:27]3=[O:29])[cH:21][cH:22]2)[n:5]([CH2:15][CH3:16])[c:6]2[cH:7][c:8]([O:12][CH2:13][CH3:14])[cH:9][cH:10][c:11]12. Reactants: aqueous solution, [OH-].[Na+] (sodium hydroxide), N1C=C(C2=CC=CC=C12)C1CCN(CC1)CC=1N=C(SC1)NC(COC(C)=O)=O (4-[4-(3-indolyl)piperidinomethyl]-2-(2-acetoxyacetylamino)thiazole). The solvent is C(C)O (ethanol). Conditions: time 1 hour. Yields the product N1C=C(C2=CC=CC=C12)C1CCN(CC1)CC=1N=C(SC1)NC(CO)=O (4-[4-(3-indolyl)piperidinomethyl]-2-glycoloylaminothiazole). Isolated yield 34.6%. RXN SMILES: [NH:1]1[C:9]2[C:4](=[CH:5][CH:6]=[CH:7][CH:8]=2)[C:3]([CH:10]2[CH2:15][CH2:14][N:13]([CH2:16][C:17]3[N:18]=[C:19]([NH:22][C:23](=[O:29])[CH2:24][O:25]C(=O)C)[S:20][CH:21]=3)[CH2:12][CH2:11]2)=[CH:2]1.[OH-].[Na+]>C(O)C>[NH:1]1[C:9]2[C:4](=[CH:5][CH:6]=[CH:7][CH:8]=2)[C:3]([CH:10]2[CH2:11][CH2:12][N:13]([CH2:16][C:17]3[N:18]=[C:19]([NH:22][C:23](=[O:29])[CH2:24][OH:25])[S:20][CH:21]=3)[CH2:14][CH2:15]2)=[CH:2]1 |f:1.2|. Procedure details: To a suspension of 4-[4-(3-indolyl)piperidinomethyl]-2-(2-acetoxyacetylamino)thiazole (0.9 g) in ethanol (20 ml) was added 1N aqueous solution of sodium hydroxide (3 ml). After one hour of stirring, the reaction mixture was concentrated and the resulting precipitate was collected by filtration and recrystallized from a mixture of water and ethanol to give 4-[4-(3-indolyl)piperidinomethyl]-2-glycoloylaminothiazole (0.28 g). Starting materials: ethyl acetate acetone hexanes, ClC1=NC(=C2N=CNC2=N1)Cl (2,6-dichloro-9H-purine), BrCC1=CC=C(C=C1)C#N (α-Bromo-p-tolunitrile), C([O-])([O-])=O.[K+].[K+] (potassium carbonate). Run in CN(C)C=O (DMF). Run at time 16 hour. Yields the product ClC1=NC(=C2N=CN(C2=N1)CC1=CC=C(C#N)C=C1)Cl (4-(2,6-dichloropurin-9-ylmethyl)benzonitrile). Reaction SMILES: [Cl:1][C:2]1[N:10]=[C:9]2[C:5]([N:6]=[CH:7][NH:8]2)=[C:4]([Cl:11])[N:3]=1.C(=O)([O-])[O-].[K+].[K+].Br[CH2:19][C:20]1[CH:25]=[CH:24][C:23]([C:26]#[N:27])=[CH:22][CH:21]=1>CN(C=O)C>[Cl:1][C:2]1[N:10]=[C:9]2[C:5]([N:6]=[CH:7][N:8]2[CH2:19][C:20]2[CH:25]=[CH:24][C:23]([C:26]#[N:27])=[CH:22][CH:21]=2)=[C:4]([Cl:11])[N:3]=1 |f:1.2.3|. Reported procedure: 2,6-dichloro-9H-purine (16 mmol) is dissolved in DMF (50 mL) and potassium carbonate (50 mmol) is added. α-Bromo-p-tolunitrile (22 mmol) is then added and the mixture is stirred at ambient temperature for 16 hours. After filtration to remove insoluble inorganic salts, the filtrate is poured into water (1500 mL) and extracted with ethyl acetate (2×400 mL), dried over magnesium sulfate and evaporated to yield a residue which is subjected to flash silica gel chromatography using 1:2:10 ethyl acetat... Starting materials: ClCCl, CC(=O)OC(C)=O, N#CSc1cnc(N)s1, c1ccncc1. Product: CC(=O)Nc1ncc(SC#N)s1. RXN SMILES: [CH2:23]([Cl:24])[Cl:25].[CH3:16][C:17](=[O:18])[O:19][C:20](=[O:21])[CH3:22].[NH2:1][c:2]1[s:3][c:4]([S:7][C:8]#[N:9])[cH:5][n:6]1.[cH:10]1[cH:11][cH:12][n:13][cH:14][cH:15]1>>[NH:1]([c:2]1[s:3][c:4]([S:7][C:8]#[N:9])[cH:5][n:6]1)[C:17]([CH3:16])=[O:18]. Solvent: COCCOCCO (2-(2-methoxyethoxy)ethanol). The reagents and catalysts are [Cu] (copper). Yields the product C(=O)(O)C1=C(C=CC=C1)NC1=C(C(=O)O)C=C(C=C1)SC (2-[(2-Carboxyphenyl)amino]-5-(methylthio)benzoic acid). The reactants are ClC1=C(C(=O)O)C=C(C=C1)SC (2-chloro-5-(methylthio)benzoic acid), C(C=1C(N)=CC=CC1)(=O)O (anthranilic acid), C([O-])([O-])=O.[K+].[K+] (potassium carbonate), O (Water). As a reaction SMILES: Cl[C:2]1[CH:10]=[CH:9][C:8]([S:11][CH3:12])=[CH:7][C:3]=1[C:4]([OH:6])=[O:5].[C:13]([OH:22])(=[O:21])[C:14]1[C:15](=[CH:17][CH:18]=[CH:19][CH:20]=1)[NH2:16].C(=O)([O-])[O-].[K+].[K+].O>COCCOCCO.[Cu]>[C:13]([C:14]1[CH:20]=[CH:19][CH:18]=[CH:17][C:15]=1[NH:16][C:2]1[CH:10]=[CH:9][C:8]([S:11][CH3:12])=[CH:7][C:3]=1[C:4]([OH:6])=[O:5])([OH:22])=[O:21] |f:2.3.4|. Yield: 30.1%. Reported procedure: A mixture of 2-chloro-5-(methylthio)benzoic acid (10 g), anthranilic acid (7 g), potassium carbonate (14 g) and copper (1 g) in 2-(2-methoxyethoxy)ethanol (100 ml) was heated at 180° for 24 h. Water (400 ml) was then added, and the catalyst was filtered off. The filtrate was acidified with dilute hydrochloric acid. The resulting precipitate was filtered off, washed with water, dried, and crystallised from methanol to give the title compound (4.5 g) as crystals. IR includes peaks at 3300 cm-1 (NH... Reaction SMILES: [NH2:1][C:2]1[NH:3][C:4]([C:31]2[CH:36]=[CH:35][CH:34]=[CH:33][C:32]=2[O:37][CH2:38][C:39]2[CH:44]=[CH:43][CH:42]=[CH:41][CH:40]=2)=[CH:5][CH:6]([CH:15]([NH:23][C:24]([O:26][C:27]([CH3:30])([CH3:29])[CH3:28])=[O:25])[CH2:16][C:17]2[CH:22]=[CH:21][CH:20]=[CH:19][CH:18]=2)[C:7]=1[C:8]([O:10][C:11]([CH3:14])([CH3:13])[CH3:12])=[O:9].C1(Cl)C(=O)C(Cl)=C(Cl)C(=O)C=1Cl>C(Cl)Cl>[NH2:1][C:2]1[N:3]=[C:4]([C:31]2[CH:36]=[CH:35][CH:34]=[CH:33][C:32]=2[O:37][CH2:38][C:39]2[CH:40]=[CH:41][CH:42]=[CH:43][CH:44]=2)[CH:5]=[C:6]([CH:15]([NH:23][C:24]([O:26][C:27]([CH3:30])([CH3:29])[CH3:28])=[O:25])[CH2:16][C:17]2[CH:22]=[CH:21][CH:20]=[CH:19][CH:18]=2)[C:7]=1[C:8]([O:10][C:11]([CH3:13])([CH3:14])[CH3:12])=[O:9]. The yield is 81.3%. The solvent is C(Cl)Cl (methylene chloride). The product is NC1=C(C(=O)OC(C)(C)C)C(=CC(=N1)C1=C(C=CC=C1)OCC1=CC=CC=C1)C(CC1=CC=CC=C1)NC(=O)OC(C)(C)C (tert-butyl 2-amino-6-[2-(benzyloxy)phenyl]-4-{1-[(tert-butoxycarbonyl)amino]-2-phenylethyl}nicotinate). Procedure details: To a solution of tert-butyl 2-amino-6-[2-(benzyloxy)phenyl]-4-{1-[(tert-butoxycarbonyl)amino]-2-phenylethyl}-1,4-dihydro-3-pyridinecarboxylate (1.200 g, 2.007 mmol) in methylene chloride (20.0 mL) at room temperature was added chloranil (0.543 g, 2.208 mmol), and the stirring was continued for 1 hr. The mixture was filtered and the filtrate was concentrated under reduced pressure. The residue was extracted with ethyl acetate and 10% aqueous NaHCO3 solution. The separated organic phase was washed... Reaction conditions: time 1 hour. The reactants are NC=1NC(=CC(C1C(=O)OC(C)(C)C)C(CC1=CC=CC=C1)NC(=O)OC(C)(C)C)C1=C(C=CC=C1)OCC1=CC=CC=C1 (tert-butyl 2-amino-6-[2-(benzyloxy)phenyl]-4-{1-[(tert-butoxycarbonyl)amino]-2-phenylethyl}-1,4-dihydro-3-pyridinecarboxylate), C1(=C(C(=O)C(=C(C1=O)Cl)Cl)Cl)Cl (chloranil).